From a dataset of the Open Reaction Database (ORD), a public repository of structured organic reaction records. describe an organic reaction: reactants, conditions, products, and yield Starting materials: C(C1=CC=CC=C1)NC=1C2=C(N=C(N1)Cl)C(=NN2)C(C)C (7-benzylamino-5-chloro-3-isopropylpyrazolo[4,3-d]pyrimidine), OCC(CC)N (1-(R,S)-(hydroxymethyl)propylamine). Conditions: temperature 120 celsius. The product is C(C1=CC=CC=C1)NC=1C2=C(N=C(N1)NC(CC)CO)C(=NN2)C(C)C (7-benzylamino-5-[1(R,S)-(hydroxymethyl)propyl]amino-3-isopropylpyrazolo[4,3-d]pyrimidine). Isolated yield 83.5%. As a reaction SMILES: [CH2:1]([NH:8][C:9]1[C:10]2[NH:18][N:17]=[C:16]([CH:19]([CH3:21])[CH3:20])[C:11]=2[N:12]=[C:13](Cl)[N:14]=1)[C:2]1[CH:7]=[CH:6][CH:5]=[CH:4][CH:3]=1.[OH:22][CH2:23][CH:24]([NH2:27])[CH2:25][CH3:26]>>[CH2:1]([NH:8][C:9]1[C:10]2[NH:18][N:17]=[C:16]([CH:19]([CH3:21])[CH3:20])[C:11]=2[N:12]=[C:13]([NH:27][CH:24]([CH2:23][OH:22])[CH2:25][CH3:26])[N:14]=1)[C:2]1[CH:7]=[CH:6][CH:5]=[CH:4][CH:3]=1. Procedure details: The mixture of 7-benzylamino-5-chloro-3-isopropylpyrazolo[4,3-d]pyrimidine XVI (100 mg, 0.331 mmol) and 2 mL of 1-(R,S)-(hydroxymethyl)propylamine was heated at 120° C. for 3 hours. The reaction mixture was evaporated to dryness in vacuo and then chromatographed on silica gel. The mixture of chloroform/methanol (97/3) was used as a mobile phase. Yield=83.5%; white syrupy; MS (ES+): 355.3 (100%, M+H+). 1H-NMR (400 MHz, CDCl3): 0.96 t (3H, J=7.2 Hz, CH3CH2), 1.299 d (3H, J=7.1 Hz), 1.307 d (3H, J=...